Task: describe an organic reaction: reactants, conditions, products, and yield. Dataset: the Open Reaction Database (ORD), a public repository of structured organic reaction records The reactants are [Cl-].[NH4+] (Ammonium chloride), C(CCC)[Li] (butyllithium), BrC1=CC=CC=2C=C(OC21)C2=CC=C(C=C2)OC (7-bromo-2-(4-methoxy-phenyl)-benzofuran), C(=O)N1CCOCC1 (N-formyl morpholine). Run in O1CCCC1 (tetrahydrofuran), O1CCCC1 (tetrahydrofuran). Conditions: temperature -60 celsius, time 1 hour. Product: COC1=CC=C(C=C1)C=1OC2=C(C1)C=CC=C2C=O (2-(4-methoxy-phenyl)-7-benzofurancarbaldehyde). As a reaction SMILES: C([Li])CCC.Br[C:7]1[C:15]2[O:14][C:13]([C:16]3[CH:21]=[CH:20][C:19]([O:22][CH3:23])=[CH:18][CH:17]=3)=[CH:12][C:11]=2[CH:10]=[CH:9][CH:8]=1.[CH:24](N1CCOCC1)=[O:25].[Cl-].[NH4+]>O1CCCC1>[CH3:23][O:22][C:19]1[CH:20]=[CH:21][C:16]([C:13]2[O:14][C:15]3[C:7]([CH:24]=[O:25])=[CH:8][CH:9]=[CH:10][C:11]=3[CH:12]=2)=[CH:17][CH:18]=1 |f:3.4|. Reported procedure: 83 ml of butyllithium were added at -70° C. to a mixture of 36.4 g of the product of Step B and 100 ml of tetrahydrofuran and the mixture was stirred for one hour at -60° C., 24.2 ml of N-formyl morpholine in 50 ml of tetrahydrofuran were added and the reaction mixture was stirred for 16 hours at -60° C. Ammonium chloride was added and the two phases were decanted. Extraction was carried out with ethyl acetate, followed by drying and concentrating to obtain 35.12 g of product which was purified ... The reactants are C(C)(C)(C)OC(=O)NC(C(=O)O)CC1=CC=C(C=C1)OC1=CC=C(C=C1)C(NO)=O (2-tert-butoxycarbonylamino-3-[4-(4-hydroxycarbamoyl-phenoxy)-phenyl]-propionic acid), C(Cl)Cl (CH2Cl2). Run at temperature 2.5 celsius, time 1 hour. The product is Cl.NC(C(=O)O)CC1=CC=C(C=C1)OC1=CC=C(C=C1)C(NO)=O (2-amino-3-[4-(4-hydroxycarbamoyl-phenoxy)-phenyl]-propionic acid hydrochloric acid salt). Reaction SMILES: C(OC([NH:8][CH:9]([CH2:13][C:14]1[CH:19]=[CH:18][C:17]([O:20][C:21]2[CH:26]=[CH:25][C:24]([C:27](=[O:30])[NH:28][OH:29])=[CH:23][CH:22]=2)=[CH:16][CH:15]=1)[C:10]([OH:12])=[O:11])=O)(C)(C)C.C(Cl)[Cl:32]>>[ClH:32].[NH2:8][CH:9]([CH2:13][C:14]1[CH:15]=[CH:16][C:17]([O:20][C:21]2[CH:26]=[CH:25][C:24]([C:27](=[O:30])[NH:28][OH:29])=[CH:23][CH:22]=2)=[CH:18][CH:19]=1)[C:10]([OH:12])=[O:11] |f:2.3|. Procedure: The hydroxamate 8 (0.2 g) was dissolved in CH2Cl2 and cooled to 0-5° C. Hydrogen chloride gas was bubbled through this solution for 20 min. The bubbling was discontinued and the reaction mixture was stirred at room temperature for 1 h. The excess HCl was degassed and the CH2Cl2 was removed. The residual solid was triturated with EtOAc (2×25 mL), decanted, and dried to yield the desired compound 9 as a white amorphous solid (0.17 g, quantitative yield). 1H NMR (360 MHz, DMSO-d6): 11.15 (s, 1H), 8... Reactants: Cc1cccnc1C1CC=CCC(c2ncccc2C)N1C(=O)C(F)(F)F, CO, Cl. The product is Cc1cccnc1C1CC=CCC(c2ncccc2C)N1. RXN SMILES: [CH3:1][c:2]1[c:3]([CH:8]2[N:9]([C:22](=[O:23])[C:24]([F:25])([F:26])[F:27])[CH:10]([c:15]3[n:16][cH:17][cH:18][cH:19][c:20]3[CH3:21])[CH2:11][CH:12]=[CH:13][CH2:14]2)[n:4][cH:5][cH:6][cH:7]1.[CH3:29][OH:30].[ClH:28]>>[CH3:1][c:2]1[c:3]([CH:8]2[NH:9][CH:10]([c:15]3[n:16][cH:17][cH:18][cH:19][c:20]3[CH3:21])[CH2:11][CH:12]=[CH:13][CH2:14]2)[n:4][cH:5][cH:6][cH:7]1. The reactants are CCc1n[nH]c2cc(C(=O)OC)ccc12, BrC1CCCC1, [H-], [Na+], CN(C)C=O, O. Yields the product CCc1nn(C2CCCC2)c2cc(C(=O)OC)ccc12. Reaction SMILES: [CH3:3][O:4][C:5](=[O:6])[c:7]1[cH:8][cH:9][c:10]2[c:11]([CH2:16][CH3:17])[n:12][nH:13][c:14]2[cH:15]1.[CH:18]1([Br:23])[CH2:19][CH2:20][CH2:21][CH2:22]1.[H-:1].[Na+:2].[O:25]=[CH:26][N:27]([CH3:28])[CH3:29].[OH2:24]>>[CH3:3][O:4][C:5](=[O:6])[c:7]1[cH:8][cH:9][c:10]2[c:11]([CH2:16][CH3:17])[n:12][n:13]([CH:18]3[CH2:19][CH2:20][CH2:21][CH2:22]3)[c:14]2[cH:15]1. Reactants: BrCCC1=C(CP(OCC)(OCC)=O)C=CC=C1 (diethyl 2-(2-bromoethyl)benzylphosphonate), [Na] (sodium), solid, C(C)(=O)NC(C(=O)OCC)C(=O)OCC (diethyl acetamidomalonate). Run in C1(=CC=CC=C1)C (toluene), C(C)O (ethanol). The product is C(C)OP(=O)(OCC)CC1=C(C=CC=C1)CCC(C(=O)OCC)(C(=O)OCC)NC(C)=O (Ethyl 4-[2-(diethylphosphonomethyl)phenyl]-2-acetamido-2-carboethoxybutanoate). Yield: 34.0%. Reaction SMILES: [Na].[C:2]([NH:5][CH:6]([C:12]([O:14][CH2:15][CH3:16])=[O:13])[C:7]([O:9][CH2:10][CH3:11])=[O:8])(=[O:4])[CH3:3].Br[CH2:18][CH2:19][C:20]1[CH:34]=[CH:33][CH:32]=[CH:31][C:21]=1[CH2:22][P:23](=[O:30])([O:27][CH2:28][CH3:29])[O:24][CH2:25][CH3:26]>C(O)C.C1(C)C=CC=CC=1>[CH2:28]([O:27][P:23]([CH2:22][C:21]1[CH:31]=[CH:32][CH:33]=[CH:34][C:20]=1[CH2:19][CH2:18][C:6]([NH:5][C:2](=[O:4])[CH3:3])([C:12]([O:14][CH2:15][CH3:16])=[O:13])[C:7]([O:9][CH2:10][CH3:11])=[O:8])([O:24][CH2:25][CH3:26])=[O:30])[CH3:29] |^1:0|. Procedure: To 1.03 g (44.8 mmol) of sodium in 50 mL of dry ethanol was added 9.72 g (44.8 mmol) of solid diethyl acetamidomalonate portionwise. This solution was stirred at reflux under nitrogen for 2 h. After cooling to room temperature the solvent was removed under reduced pressure yielding a tan solid. This solid was dried under vacuum about 2 h. The sodium salt of diethyl acetamidomalonate was then suspended in 50 mL of dry toluene and 15.0 g (44.8 mmol) of diethyl 2-(2-bromoethyl)benzylphosphonate in ...